From a dataset of the Open Reaction Database (ORD), a public repository of structured organic reaction records. describe an organic reaction: reactants, conditions, products, and yield The reactants are aqueous solution, CCCCCCCCCCCCCCCC(=O)N[C@H]1C[C@H]([C@@H](NC(=O)[C@@H]2[C@H]([C@H](CN2C(=O)[C@@H](NC(=O)[C@@H](NC(=O)[C@@H]3C[C@H](CN3C(=O)[C@@H](NC1=O)[C@@H](C)O)O)[C@@H]([C@H](C=4C=CC(=C(C4)OS(=O)(=O)O)O)O)O)[C@@H](CC(=O)N)O)C)O)O)O (FR901379), CCCCCCCCCCCCCCCC(=O)N[C@H]1C[C@H]([C@@H](NC(=O)[C@@H]2[C@H]([C@H](CN2C(=O)[C@@H](NC(=O)[C@@H](NC(=O)[C@@H]3C[C@H](CN3C(=O)[C@@H](NC1=O)[C@@H](C)O)O)[C@@H]([C@H](C=4C=CC(=C(C4)OS(=O)(=O)O)O)O)O)[C@@H](CC(=O)N)O)C)O)O)O (FR901379), C(CC(O)(C(=O)[O-])CC(=O)[O-])(=O)[O-].[Na+].[Na+].[Na+] (sodium citrate), ClC(C(=O)O)(Cl)Cl (trichloroacetic acid). Conditions: time 3 hour. The product is C[C@H]1CN2[C@@H]([C@H]1O)C(=O)N[C@@H]([C@@H](C[C@@H](C(=O)N[C@H](C(=O)N3C[C@@H](C[C@H]3C(=O)N[C@H](C(=O)N[C@H](C2=O)[C@@H](CC(=O)N)O)[C@@H]([C@H](C4=CC(=C(C=C4)O)OS(=O)(=O)O)O)O)O)[C@@H](C)O)N)O)O (FR179642). RXN SMILES: CCCCCCCCCCCCCCCC([NH:18][C@@H:19]1[C:50](=[O:51])[NH:49][C@@H:48]([C@H:52]([OH:54])[CH3:53])[C:46](=[O:47])[N:45]2[C@@H:41]([CH2:42][C@@H:43]([OH:55])[CH2:44]2)[C:39](=[O:40])[NH:38][C@@H:37]([C@H:56]([OH:71])[C@@H:57]([OH:70])[C:58]2[CH:59]=[CH:60][C:61]([OH:69])=[C:62]([O:64][S:65]([OH:68])(=[O:67])=[O:66])[CH:63]=2)[C:35](=[O:36])[NH:34][C@@H:33]([C@H:72]([OH:77])[CH2:73][C:74]([NH2:76])=[O:75])[C:31](=[O:32])[N:30]2[C@@H:26]([C@@H:27]([OH:79])[C@@H:28]([CH3:78])[CH2:29]2)[C:24](=[O:25])[NH:23][C@@H:22]([OH:80])[C@H:21]([OH:81])[CH2:20]1)=O.C([O-])(=O)CC(CC([O-])=O)(C([O-])=O)O.[Na+].[Na+].[Na+].ClC(Cl)(Cl)C(O)=O>>[CH3:78][C@@H:28]1[C@H:27]([OH:79])[C@H:26]2[C:24]([NH:23][C@H:22]([OH:80])[C@H:21]([OH:81])[CH2:20][C@H:19]([NH2:18])[C:50]([NH:49][C@@H:48]([C@H:52]([OH:54])[CH3:53])[C:46]([N:45]3[C@H:41]([C:39]([NH:38][C@@H:37]([C@H:56]([OH:71])[C@@H:57]([OH:70])[C:58]4[CH:59]=[CH:60][C:61]([OH:69])=[C:62]([O:64][S:65]([OH:68])(=[O:67])=[O:66])[CH:63]=4)[C:35]([NH:34][C@@H:33]([C@H:72]([OH:77])[CH2:73][C:74]([NH2:76])=[O:75])[C:31](=[O:32])[N:30]2[CH2:29]1)=[O:36])=[O:40])[CH2:42][C@@H:43]([OH:55])[CH2:44]3)=[O:47])=[O:51])=[O:25] |f:1.2.3.4|. Procedure details: To 7 ml of the fermentation broth of Oidiodendron sp. No. 30084 obtained in Example 1-1 was added 1 ml of an aqueous solution (20 ml/ml) of FR901379 Substance (20 mg as FR901379 Substance; 16.7 μmol) as well as 2 ml of a buffer (0.2 M sodium citrate buffer, pH 4.0), and the reaction was carried out at 30° C. for 3 hours. The reaction was then stopped by adding 0.4 M trichloroacetic acid and centrifuged at low speed to remove precipitated high molecular weight protein and other impurities. The FR... The reactants are [N+](=O)(O)[O-] (nitric acid), C(CCCCCCCCCCCCCCCCC)C1=CC=C(C=C1)O (p-octadecylphenol), O (water). Solvent: C(C)(=O)O (acetic acid). Conditions: time 1 hour. Product: [N+](=O)([O-])C1=C(C=CC(=C1)CCCCCCCCCCCCCCCCCC)O (2-Nitro-4-octadecylphenol). RXN SMILES: [N+:1]([O-:4])(O)=[O:2].[CH2:5]([C:23]1[CH:28]=[CH:27][C:26]([OH:29])=[CH:25][CH:24]=1)[CH2:6][CH2:7][CH2:8][CH2:9][CH2:10][CH2:11][CH2:12][CH2:13][CH2:14][CH2:15][CH2:16][CH2:17][CH2:18][CH2:19][CH2:20][CH2:21][CH3:22].O>C(O)(=O)C>[N+:1]([C:27]1[CH:28]=[C:23]([CH2:5][CH2:6][CH2:7][CH2:8][CH2:9][CH2:10][CH2:11][CH2:12][CH2:13][CH2:14][CH2:15][CH2:16][CH2:17][CH2:18][CH2:19][CH2:20][CH2:21][CH3:22])[CH:24]=[CH:25][C:26]=1[OH:29])([O-:4])=[O:2]. Procedure: 40 ml of nitric acid (d=1.18) was added dropwise to a solution of 10 g of p-octadecylphenol dissolved in 300 ml of acetic acid at 10° to 40° C. After one hour, the reaction mixture was poured into water, extracted with ethyl acetate, washed with water, then with aqueous sodium bicarbonate solution, followed by drying. After the solvent was evaporated, the residued crystals were recrystallized from n-hexane. 2-Nitro-4-octadecylphenol of m.p. 71° C. was obtained in an amount of 8.4 g. The reactants are COC(=O)C1=C(C)NC(C)=C(C(=O)OCC=Cc2ccc(O)cc2)C1c1cccc([N+](=O)[O-])c1, CC(=O)OC(C)=O, c1ccncc1. The product is COC(=O)C1=C(C)NC(C)=C(C(=O)OCC=Cc2ccc(OC(C)=O)cc2)C1c1cccc([N+](=O)[O-])c1. RXN SMILES: [CH3:1][C:2]1=[C:7]([C:8](=[O:9])[O:10][CH3:11])[CH:6]([c:12]2[cH:13][c:14]([N+:18](=[O:19])[O-:20])[cH:15][cH:16][cH:17]2)[C:5]([C:21](=[O:22])[O:23][CH2:24][CH:25]=[CH:26][c:27]2[cH:28][cH:29][c:30]([OH:33])[cH:31][cH:32]2)=[C:4]([CH3:34])[NH:3]1.[CH3:35][C:36](=[O:37])[O:38][C:39](=[O:40])[CH3:41].[cH:42]1[cH:43][cH:44][n:45][cH:46][cH:47]1>>[CH3:1][C:2]1=[C:7]([C:8](=[O:9])[O:10][CH3:11])[CH:6]([c:12]2[cH:13][c:14]([N+:18](=[O:19])[O-:20])[cH:15][cH:16][cH:17]2)[C:5]([C:21](=[O:22])[O:23][CH2:24][CH:25]=[CH:26][c:27]2[cH:28][cH:29][c:30]([O:33][C:36]([CH3:35])=[O:37])[cH:31][cH:32]2)=[C:4]([CH3:34])[NH:3]1. Starting materials: CO, O=C(Cc1ccccc1)Nc1cccc(-c2ccc(C=C3SC(=O)NC3=O)cc2)c1, C1COCCO1. Product: O=C(Cc1ccccc1)Nc1cccc(-c2ccc(CC3SC(=O)NC3=O)cc2)c1. RXN SMILES: [CH3:31][OH:32].[O:1]=[C:2]1[S:3][C:4](=[CH:8][c:9]2[cH:10][cH:11][c:12](-[c:15]3[cH:16][c:17]([NH:21][C:22]([CH2:23][c:24]4[cH:25][cH:26][cH:27][cH:28][cH:29]4)=[O:30])[cH:18][cH:19][cH:20]3)[cH:13][cH:14]2)[C:5](=[O:7])[NH:6]1.[O:33]1[CH2:34][CH2:35][O:36][CH2:37][CH2:38]1>>[O:1]=[C:2]1[S:3][CH:4]([CH2:8][c:9]2[cH:10][cH:11][c:12](-[c:15]3[cH:16][c:17]([NH:21][C:22]([CH2:23][c:24]4[cH:25][cH:26][cH:27][cH:28][cH:29]4)=[O:30])[cH:18][cH:19][cH:20]3)[cH:13][cH:14]2)[C:5](=[O:7])[NH:6]1. Reactants: ClC=1NC2=C(N1)C=CC=C2 (2-chlorobenzimidazole), ClC=1C=C(N)C=CC1Cl (3,4-dichloroaniline). The product is N1=C(NC2=C1C=CC=C2)NC2=CC(=C(C=C2)Cl)Cl (N-(Benzimidazol-2-yl)-3,4-dichloroaniline), hydrochloride salt. RXN SMILES: Cl[C:2]1[NH:3][C:4]2[CH:10]=[CH:9][CH:8]=[CH:7][C:5]=2[N:6]=1.[Cl:11][C:12]1[CH:13]=[C:14]([CH:16]=[CH:17][C:18]=1[Cl:19])[NH2:15]>>[N:6]1[C:5]2[CH:7]=[CH:8][CH:9]=[CH:10][C:4]=2[NH:3][C:2]=1[NH:15][C:14]1[CH:16]=[CH:17][C:18]([Cl:19])=[C:12]([Cl:11])[CH:13]=1. Procedure: The title compound was prepared from 2-chlorobenzimidazole and 3,4-dichloroaniline by Procedure A. The product was isolated by filtration to give the title compound as a hydrochloride salt (white solid, mp>270° C.). MS(ES+) m/z 278 (M+, 100). The reactants are [BH4-], ClC(Cl)Cl, CC(C)O, NC(=O)c1ccc(F)c2c1C=C([N+](=O)[O-])CO2, [Na+]. Yields the product NC(=O)c1ccc(F)c2c1CC([N+](=O)[O-])CO2. Reaction SMILES: [BH4-:18].[CH:20]([Cl:21])([Cl:22])[Cl:23].[CH:24]([OH:25])([CH3:26])[CH3:27].[F:1][c:2]1[cH:3][cH:4][c:5]([C:15](=[O:16])[NH2:17])[c:6]2[c:11]1[O:10][CH2:9][C:8]([N+:12](=[O:13])[O-:14])=[CH:7]2.[Na+:19]>>[F:1][c:2]1[cH:3][cH:4][c:5]([C:15](=[O:16])[NH2:17])[c:6]2[c:11]1[O:10][CH2:9][CH:8]([N+:12](=[O:13])[O-:14])[CH2:7]2.